Task: describe an organic reaction: reactants, conditions, products, and yield. Dataset: the Open Reaction Database (ORD), a public repository of structured organic reaction records Starting materials: C(C1=CC=CC=C1)N1C[C@H]([C@H](C1)C1=CC(N(C(=C1)C)CC(=O)OCC)=O)C1=CC=CC=C1 (4-(1-Benzyl-cis-3-phenylpyrrolidin-4-yl)-6-methyl-1-ethoxycarbonylmethyl-2-pyridinone), CC(=O)O (HOAc). Reagents/catalysts: [Pd] (Pd on carbon). Solvent: CCO (EtOH). Conditions: time 24 hour. Product: C1(=CC=CC=C1)[C@@H]1CNC[C@@H]1C1=CC(N(C(=C1)C)CC(=O)OCC)=O (4-(cis-3-Phenylpyrrolidin-4-yl)-6-methyl-1-ethoxycarbonylmethyl-2-pyridinone). As a reaction SMILES: C([N:8]1[CH2:12][C@H:11]([C:13]2[CH:18]=[C:17]([CH3:19])[N:16]([CH2:20][C:21]([O:23][CH2:24][CH3:25])=[O:22])[C:15](=[O:26])[CH:14]=2)[C@H:10]([C:27]2[CH:32]=[CH:31][CH:30]=[CH:29][CH:28]=2)[CH2:9]1)C1C=CC=CC=1.CC(O)=O>CCO.[Pd]>[C:27]1([C@H:10]2[C@@H:11]([C:13]3[CH:18]=[C:17]([CH3:19])[N:16]([CH2:20][C:21]([O:23][CH2:24][CH3:25])=[O:22])[C:15](=[O:26])[CH:14]=3)[CH2:12][NH:8][CH2:9]2)[CH:32]=[CH:31][CH:30]=[CH:29][CH:28]=1. Procedure: A mixture of 4-(1-benzyl-cis-3-phenylpyrrolidin-4-yl)-6-methyl-1-ethoxycarbonylmethyl-2-pyridinone from step 5 above (0.30 g, 0.66 mmol), 10% Pd on carbon (100 mg), and HOAc (1 mL) in EtOH (10 mL) was stirred under an atmosphere of hydrogen at ambient pressure and temperature for 24 h. The catalyst was removed by filtration and the filtrate solvent was removed in vacuo. The residue was partitioned between CH2Cl2 and aqueous NaHCO3. The organic phase was separated, dried over MgSO4, filtered, and... Starting materials: CN1C(C=CC2=CN=CC(=C12)C1=CC=C(C=C1)OCCOC1CCOCC1)C(=O)O (N-methyl-8-{4-[2-(tetrahydro-2H-pyran-4-yloxy)ethoxy]phenyl}-1,6-naphthyridine-2-carboxylic acid), Example 9 ( 9a ), Cl.C(C)N (ethylamine hydrochloride). Yields the product C(C)NC(=O)C1=NC2=C(C=NC=C2C=C1)C1=CC=C(C=C1)OCCOC1CCOCC1 (N-ethyl-8-{4-[2-(tetrahydro-2H-pyran-4-yloxy)ethoxy]phenyl}-1,6-naphthyridine-2-carboxamide). Yield: 31.2%. RXN SMILES: C[N:2]1[C:11]2[C:6](=[CH:7][N:8]=[CH:9][C:10]=2[C:12]2[CH:17]=[CH:16][C:15]([O:18][CH2:19][CH2:20][O:21][CH:22]3[CH2:27][CH2:26][O:25][CH2:24][CH2:23]3)=[CH:14][CH:13]=2)[CH:5]=[CH:4][CH:3]1[C:28](O)=[O:29].Cl.[CH2:32]([NH2:34])[CH3:33]>>[CH2:32]([NH:34][C:28]([C:3]1[CH:4]=[CH:5][C:6]2[C:11](=[C:10]([C:12]3[CH:17]=[CH:16][C:15]([O:18][CH2:19][CH2:20][O:21][CH:22]4[CH2:27][CH2:26][O:25][CH2:24][CH2:23]4)=[CH:14][CH:13]=3)[CH:9]=[N:8][CH:7]=2)[N:2]=1)=[O:29])[CH3:33] |f:1.2|. Reported procedure: Using N-methyl-8-{4-[2-(tetrahydro-2H-pyran-4-yloxy)ethoxy]phenyl}-1,6-naphthyridine-2-carboxylic acid (300 mg, 0.76 mmol) produced in the synthetic process in Example 9 (9a) and ethylamine hydrochloride (616 mg, 7.61 mmol), the desired title compound (100 mg, yield 31%) was obtained by the same method as in Example 10. Starting materials: C#CCn1ccnc1, CC(=O)[O-], CC(=O)[O-], CN(C)C=O, [Pd+2], O=S(=O)(c1ccccc1)n1ccc2cc(Nc3ncnc4ccc(I)cc34)ccc21, c1ccc(P(c2ccccc2)c2ccccc2)cc1. Yields the product O=S(=O)(c1ccccc1)n1ccc2cc(Nc3ncnc4ccc(C#CCn5ccnc5)cc34)ccc21. As a reaction SMILES: [CH2:31]([C:32]#[CH:33])[n:34]1[cH:35][n:36][cH:37][cH:38]1.[O-:64][C:65]([CH3:66])=[O:67].[O-:68][C:69]([CH3:70])=[O:71].[O:58]=[CH:59][N:60]([CH3:61])[CH3:62].[Pd+2:63].[c:1]1([S:7](=[O:8])(=[O:9])[n:10]2[cH:11][cH:12][c:13]3[cH:14][c:15]([NH:19][c:20]4[n:21][cH:22][n:23][c:24]5[cH:25][cH:26][c:27]([I:30])[cH:28][c:29]45)[cH:16][cH:17][c:18]23)[cH:2][cH:3][cH:4][cH:5][cH:6]1.[c:39]1([P:40]([c:41]2[cH:42][cH:43][cH:44][cH:45][cH:46]2)[c:47]2[cH:48][cH:49][cH:50][cH:51][cH:52]2)[cH:53][cH:54][cH:55][cH:56][cH:57]1>>[c:1]1([S:7](=[O:8])(=[O:9])[n:10]2[cH:11][cH:12][c:13]3[cH:14][c:15]([NH:19][c:20]4[n:21][cH:22][n:23][c:24]5[cH:25][cH:26][c:27]([C:33]#[C:32][CH2:31][n:34]6[cH:35][n:36][cH:37][cH:38]6)[cH:28][c:29]45)[cH:16][cH:17][c:18]23)[cH:2][cH:3][cH:4][cH:5][cH:6]1. The reactants are cuprous chloride, 1,8-diazabicyclo[5TO, CCCCCCC=CCCC (7-undecene), CC(C)(C#C)O (2-methyl-3-butyn-2-ol), BrC=1C=CC(=C(C1)O)OC(F)F (5-bromo-2-difluoromethoxyphenol), FC(C(=O)OC(C(F)(F)F)=O)(F)F (trifluoroacetic anhydride), C1CCC2=NCCCN2CC1 (1,8-diazabicyclo[5.4.0]-7-undecene). Run in O (water), C(C)#N (acetonitrile), C(C)#N (acetonitrile). Reaction conditions: time 30 minute. Product: BrC1=CC(=C(C=C1)OC(F)F)OC(C#C)(C)C (4-Bromo-1-difluoromethoxy-2-(1,1-dimethyl-2-propynyloxy)benzene). Yield: 52.3%. RXN SMILES: [Br:1][C:2]1[CH:3]=[CH:4][C:5]([O:9][CH:10]([F:12])[F:11])=[C:6]([OH:8])[CH:7]=1.CCCCCCC=CCCC.[CH3:24][C:25](O)([C:27]#[CH:28])[CH3:26].C1CCN2C(=NCCC2)CC1.FC(F)(F)C(OC(=O)C(F)(F)F)=O>O.C(#N)C>[Br:1][C:2]1[CH:3]=[CH:4][C:5]([O:9][CH:10]([F:11])[F:12])=[C:6]([O:8][C:25]([CH3:26])([CH3:24])[C:27]#[CH:28])[CH:7]=1. Reported procedure: To 30 ml of acetonitrile solution containing 7.31 g (30.6 mmol) of 5-bromo-2-difluoromethoxyphenol obtained in Reference example 11-(a) were added 6.4 mg of cuprous chloride and 6.43 ml of 1,8-diazabicyclo[5TO 5.4.0]-7-undecene at −10° C., and the mixture was stirred at the same temperature for 30 minutes. To the reaction mixture was added dropwise 30 ml of acetonitrile solution containing 6.18 g (73.5 mmol) of 2-methyl-3-butyn-2-ol which further contains 7.34 ml of 1,8-diazabicyclo[5.4.0]-7-und... Starting materials: Cc1cc(C)c(CNC(=O)c2cc(Br)cc(N(C)C3CCOCC3)c2C)c(=O)[nH]1, O=C([O-])[O-], Cn1cc(B2OC(C)(C)C(C)(C)O2)cn1, [Na+], [Na+], C1COCCO1, O, c1ccc(P(c2ccccc2)(c2ccccc2)[Pd](P(c2ccccc2)(c2ccccc2)c2ccccc2)(P(c2ccccc2)(c2ccccc2)c2ccccc2)P(c2ccccc2)(c2ccccc2)c2ccccc2)cc1. Product: Cc1cc(C)c(CNC(=O)c2cc(-c3cnn(C)c3)cc(N(C)C3CCOCC3)c2C)c(=O)[nH]1. Reaction SMILES: [Br:1][c:2]1[cH:3][c:4]([N:22]([CH:23]2[CH2:24][CH2:25][O:26][CH2:27][CH2:28]2)[CH3:29])[c:5]([CH3:21])[c:6]([C:7](=[O:8])[NH:9][CH2:10][c:11]2[c:12](=[O:19])[nH:13][c:14]([CH3:18])[cH:15][c:16]2[CH3:17])[cH:20]1.[C:45](=[O:46])([O-:47])[O-:48].[CH3:30][n:31]1[n:32][cH:33][c:34]([B:36]2[O:37][C:38]([CH3:39])([CH3:40])[C:41]([CH3:42])([CH3:43])[O:44]2)[cH:35]1.[Na+:49].[Na+:50].[O:52]1[CH2:53][CH2:54][O:55][CH2:56][CH2:57]1.[OH2:51].[cH:58]1[cH:59][cH:60][c:61]([P:62]([Pd:63]([P:64]([c:65]2[cH:66][cH:67][cH:68][cH:69][cH:70]2)([c:71]2[cH:72][cH:73][cH:74][cH:75][cH:76]2)[c:77]2[cH:78][cH:79][cH:80][cH:81][cH:82]2)([P:83]([c:84]2[cH:85][cH:86][cH:87][cH:88][cH:89]2)([c:90]2[cH:91][cH:92][cH:93][cH:94][cH:95]2)[c:96]2[cH:97][cH:98][cH:99][cH:100][cH:101]2)[P:102]([c:103]2[cH:104][cH:105][cH:106][cH:107][cH:108]2)([c:109]2[cH:110][cH:111][cH:112][cH:113][cH:114]2)[c:115]2[cH:116][cH:117][cH:118][cH:119][cH:120]2)([c:121]2[cH:122][cH:123][cH:124][cH:125][cH:126]2)[c:127]2[cH:128][cH:129][cH:130][cH:131][cH:132]2)[cH:133][cH:134]1>>[c:2]1(-[c:34]2[cH:33][n:32][n:31]([CH3:30])[cH:35]2)[cH:3][c:4]([N:22]([CH:23]2[CH2:24][CH2:25][O:26][CH2:27][CH2:28]2)[CH3:29])[c:5]([CH3:21])[c:6]([C:7](=[O:8])[NH:9][CH2:10][c:11]2[c:12](=[O:19])[nH:13][c:14]([CH3:18])[cH:15][c:16]2[CH3:17])[cH:20]1. The reactants are [Al+3], N#CC12CCN(CC1)CC2, C1CCOC1, [H-], [H-], [H-], [H-], [Li+]. Product: NCC12CCN(CC1)CC2. RXN SMILES: [Al+3:12].[C:1](#[N:2])[C:3]12[CH2:4][CH2:5][N:6]([CH2:7][CH2:8]1)[CH2:9][CH2:10]2.[CH2:17]1[O:18][CH2:19][CH2:20][CH2:21]1.[H-:11].[H-:14].[H-:15].[H-:16].[Li+:13]>>[CH2:1]([NH2:2])[C:3]12[CH2:4][CH2:5][N:6]([CH2:7][CH2:8]1)[CH2:9][CH2:10]2.